From a dataset of the Open Reaction Database (ORD), a public repository of structured organic reaction records. describe an organic reaction: reactants, conditions, products, and yield The reactants are C1CCOC1, COC(=O)Cn1c(=O)n(CC(=O)O)c2cc(C)cc(C)c21, CCN(C(C)C)C(C)C, Nc1cnc2c(c1)CC1(C2)C(=O)Nc2ncccc21. The product is COC(=O)Cn1c(=O)n(CC(=O)Nc2cnc3c(c2)CC2(C3)C(=O)Nc3ncccc32)c2cc(C)cc(C)c21. RXN SMILES: [CH2:50]1[O:51][CH2:52][CH2:53][CH2:54]1.[CH3:1][O:2][C:3]([CH2:4][n:5]1[c:6](=[O:20])[n:7]([CH2:16][C:17](=[O:18])[OH:19])[c:8]2[c:9]1[c:10]([CH3:15])[cH:11][c:12]([CH3:14])[cH:13]2)=[O:21].[CH:41]([N:42]([CH2:43][CH3:44])[CH:45]([CH3:46])[CH3:47])([CH3:48])[CH3:49].[NH2:22][c:23]1[cH:24][c:25]2[c:26]([n:27][cH:28]1)[CH2:29][C:30]1([CH2:31]2)[C:32](=[O:40])[NH:33][c:34]2[n:35][cH:36][cH:37][cH:38][c:39]21>>[CH3:1][O:2][C:3]([CH2:4][n:5]1[c:6](=[O:20])[n:7]([CH2:16][C:17](=[O:19])[NH:22][c:23]2[cH:24][c:25]3[c:26]([n:27][cH:28]2)[CH2:29][C:30]2([CH2:31]3)[C:32](=[O:40])[NH:33][c:34]3[n:35][cH:36][cH:37][cH:38][c:39]32)[c:8]2[c:9]1[c:10]([CH3:15])[cH:11][c:12]([CH3:14])[cH:13]2)=[O:21]. The reactants are C(=O)=O.CCOCC (dry ice ether), N-butyl lithium, FC=1C=C(C=CC1)C(F)(F)F (3-fluorobenzotrifluoride). Solvent: O (water), O1CCCC1 (tetrahydrofuran), C(C)OCC (diethyl ether). Run at temperature -78 celsius, time 5 hour. Yields the product FC1=CC=CC(=C1C(=O)O)C(F)(F)F (6-fluoro-2-trifluoromethylbenzoic acid). As a reaction SMILES: [F:1][C:2]1[CH:3]=[C:4]([C:8]([F:11])([F:10])[F:9])[CH:5]=[CH:6][CH:7]=1.[C:12](=[O:14])=[O:13].CCOCC>O1CCCC1.O.C(OCC)C>[F:1][C:2]1[C:3]([C:12]([OH:14])=[O:13])=[C:4]([C:8]([F:9])([F:10])[F:11])[CH:5]=[CH:6][CH:7]=1 |f:1.2|. Procedure: A mixture of 3-fluorobenzotrifluoride (25.0 g, 0.15 mol) in tetrahydrofuran (200 ml) was cooled to -78° C. in a dry ice/acetone bath under nitrogen atmosphere. To this solution was added dropwise with rapid stirring N-butyl lithium (1.6M, 95.2 ml) at such rate that the temperature did not exceed -60° C. When the addition was complete, the mixture was allowed to stir at -78° C. for an additional five hours. The mixture was then poured over a slurry of dry ice/ether and allowed to come to room tem... The reactants are COC(=O)C=Cc1ccc(N)cc1C, O=C1CCc2ccc(O)cc2O1, [Pd]. Yields the product COC(=O)CCc1ccc(N)cc1C. RXN SMILES: [NH2:13][c:14]1[cH:15][c:16]([CH3:26])[c:17]([CH:20]=[CH:21][C:22](=[O:23])[O:24][CH3:25])[cH:18][cH:19]1.[OH:1][c:2]1[cH:3][c:4]2[c:5]([cH:11][cH:12]1)[CH2:6][CH2:7][C:8](=[O:9])[O:10]2.[Pd:27]>>[NH2:13][c:14]1[cH:15][c:16]([CH3:26])[c:17]([CH2:20][CH2:21][C:22](=[O:23])[O:24][CH3:25])[cH:18][cH:19]1. Starting materials: N1(CCOCC1)C1=CC=C(C=C1)CC(=O)O ((4-morpholin-4-yl-phenyl)-acetic acid), CO (methanol), S(O)(O)(=O)=O (sulfuric acid). Run at temperature 25 celsius. The product is COC(CC1=CC=C(C=C1)N1CCOCC1)=O ((4-morpholin-4-yl-phenyl)-acetic acid methyl ester). Isolated yield 42.0%. As a reaction SMILES: [N:1]1([C:7]2[CH:12]=[CH:11][C:10]([CH2:13][C:14]([OH:16])=[O:15])=[CH:9][CH:8]=2)[CH2:6][CH2:5][O:4][CH2:3][CH2:2]1.S(=O)(=O)(O)O.[CH3:22]O>>[CH3:22][O:15][C:14](=[O:16])[CH2:13][C:10]1[CH:9]=[CH:8][C:7]([N:1]2[CH2:2][CH2:3][O:4][CH2:5][CH2:6]2)=[CH:12][CH:11]=1. Procedure details: A mixture of 4-morpholinoacetophenone (4.61 g, 22 mmol), sulfur (2.16 g, 67 mmol), and morpholine (6 mL, 67 mmol) was heated at 80° C. for 1 h then heated under reflux for 18 h. The hot reaction mixture was poured into warm ethanol. Upon cooling to 25° C., a precipitate formed. The precipitate was filtered to provide a tan solid (4.16 g). This crude tan solid was then treated with concentrated acetic acid (16 mL), concentrated sulfuric acid (2.4 mL), and water (3.6 mL). The resulting reaction mi... Reactants: S([O-])(O)=O.[Na+] (sodium bisulfite), ICl (iodine monochloride), C(C1=CC=CC=C1)OC1=C(C[C@H](NC(=O)OC(C)(C)C)C(=O)OCC2=CC=CC=C2)C=CC=C1F (benzyl 2-(benzyloxy)-N-(tert-butoxycarbonyl)-3-fluoro-L-phenylalaninate), C([O-])(O)=O.[Na+] (sodium bicarbonate). Solvent: ClCCl (dichloromethane), ClCCl (dichloromethane). Run at time 72 hour. Yields the product C(C1=CC=CC=C1)OC1=C(C[C@H](NC(=O)OC(C)(C)C)C(=O)OCC2=CC=CC=C2)C=C(C=C1F)I (Benzyl 2-(benzyloxy)-N-(tert-butoxycarbonyl)-3-fluoro-5-iodo-L-phenylalaninate). RXN SMILES: [CH2:1]([O:8][C:9]1[C:34]([F:35])=[CH:33][CH:32]=[CH:31][C:10]=1[CH2:11][C@@H:12]([C:21]([O:23][CH2:24][C:25]1[CH:30]=[CH:29][CH:28]=[CH:27][CH:26]=1)=[O:22])[NH:13][C:14]([O:16][C:17]([CH3:20])([CH3:19])[CH3:18])=[O:15])[C:2]1[CH:7]=[CH:6][CH:5]=[CH:4][CH:3]=1.C(=O)(O)[O-].[Na+].[I:41]Cl.S(=O)(O)[O-].[Na+]>ClCCl>[CH2:1]([O:8][C:9]1[C:34]([F:35])=[CH:33][C:32]([I:41])=[CH:31][C:10]=1[CH2:11][C@@H:12]([C:21]([O:23][CH2:24][C:25]1[CH:30]=[CH:29][CH:28]=[CH:27][CH:26]=1)=[O:22])[NH:13][C:14]([O:16][C:17]([CH3:20])([CH3:19])[CH3:18])=[O:15])[C:2]1[CH:3]=[CH:4][CH:5]=[CH:6][CH:7]=1 |f:1.2,4.5|. Procedure: 12.5 g (26.1 mmol) of benzyl 2-(benzyloxy)-N-(tert-butoxycarbonyl)-3-fluoro-L-phenylalaninate are introduced into 200 ml of dichloromethane, and 8.76 g (104 mmol) of sodium bicarbonate are added. 8.46 g (52.4 mmol) of iodine monochloride in 10 ml of dichloromethane are slowly added dropwise. After 72 h, 300 ml of a 5% sodium bisulfite solution are added. The phases are separated and the organic phase is extracted with water. The organic phase is concentrated and the residue is purified on silica... Starting materials: C(C)OC(CCN1C=CC2=CC=C(C=C12)COC1=CC=C(C=C1)C1=C(C=C(C(=C1)F)F)OC)=O (3-[6-(4′,5′-difluoro-2′-methoxy-biphenyl-4-yloxymethyl)-indol-1-yl]-propionic acid ethyl ester), C(C)OC(CCBr)=O (3-bromo-propionic acid ethyl ester), FC1=CC(=C(C=C1F)C1=CC=C(C=C1)OCC1=C2C=CNC2=CC=C1)OC (4-(4′,5′-difluoro-2′-methoxy-biphenyl-4-yloxymethyl)-1H-indole). Product: C(C)OC(CCN1C=CC2=C(C=CC=C12)COC1=CC=C(C=C1)C1=C(C=C(C(=C1)F)F)OC)=O (3-[4-(4′,5′-Difluoro-2′-methoxy-biphenyl-4-yloxymethyl)-indol-1-yl]-propionic acid ethyl ester), oil/film. The yield is 65.0%. As a reaction SMILES: [CH2:1]([O:3][C:4](=[O:34])[CH2:5][CH2:6][N:7]1[C:15]2[C:10](=[CH:11][CH:12]=[C:13]([CH2:16][O:17][C:18]3[CH:23]=[CH:22][C:21]([C:24]4[CH:29]=[C:28]([F:30])[C:27]([F:31])=[CH:26][C:25]=4[O:32][CH3:33])=[CH:20][CH:19]=3)[CH:14]=2)[CH:9]=[CH:8]1)[CH3:2].FC1C(F)=CC(C2C=CC(OCC3C=CC=C4C=3C=CN4)=CC=2)=C(OC)C=1.C(OC(=O)CCBr)C>>[CH2:1]([O:3][C:4](=[O:34])[CH2:5][CH2:6][N:7]1[C:15]2[C:14](=[C:13]([CH2:16][O:17][C:18]3[CH:23]=[CH:22][C:21]([C:24]4[CH:29]=[C:28]([F:30])[C:27]([F:31])=[CH:26][C:25]=4[O:32][CH3:33])=[CH:20][CH:19]=3)[CH:12]=[CH:11][CH:10]=2)[CH:9]=[CH:8]1)[CH3:2]. Reported procedure: 3-[4-(4′,5′-Difluoro-2′-methoxy-biphenyl-4-yloxymethyl)-indol-1-yl]-propionic acid ethyl ester was synthesized by a procedure similar to 3-[6-(4′,5′-difluoro-2′-methoxy-biphenyl-4-yloxymethyl)-indol-1-yl]-propionic acid ethyl ester from starting materials 4-(4′,5′-difluoro-2′-methoxy-biphenyl-4-yloxymethyl)-1H-indole and 3-bromo-propionic acid ethyl ester to yield the product as a clear to opaque oil/film (30 mg, 65%). LC-MS (ES) calculated for C27H25F2NO4, 465.2; found m/z 466 [M+H]+. Reactants: C(C)(C)(C)[Si](C)(C)OCC1=C(C=CC=C1[N+](=O)[O-])N=C=S (tert-butyl-(2-isothiocyanato-6-nitro-benzyloxy)-dimethyl -silane), C(C)(C)(C)[Si](C)(C)OCC1=C(C=CC=C1[N+](=O)[O-])N=C=S (tert-butyl-(2-isothiocyanato-6-nitro-benzyloxy)-dimethyl -silane), COC1=CC=CC2=C1C(CO2)N (4-methoxy-2,3-dihydro-benzofuran-3-ylamine). Product: COC1=CC=CC2=C1C(CO2)NC=2OCC1=C(N2)C=CC=C1N (N2-(4-Methoxy-2,3-dihydro-benzofuran-3-yl)-4H-benzo[d][1,3]oxazine-2,5-diamine). As a reaction SMILES: C([Si]([O:8][CH2:9][C:10]1[C:15]([N+:16]([O-])=O)=[CH:14][CH:13]=[CH:12][C:11]=1[N:19]=[C:20]=S)(C)C)(C)(C)C.[CH3:22][O:23][C:24]1[C:29]2[CH:30]([NH2:33])[CH2:31][O:32][C:28]=2[CH:27]=[CH:26][CH:25]=1>>[CH3:22][O:23][C:24]1[C:29]2[CH:30]([NH:33][C:20]3[O:8][CH2:9][C:10]4[C:15]([NH2:16])=[CH:14][CH:13]=[CH:12][C:11]=4[N:19]=3)[CH2:31][O:32][C:28]=2[CH:27]=[CH:26][CH:25]=1. Procedure: The title compound, MS (ISP) m/e=312.0 [(M+H)+], was prepared from tert-butyl-(2-isothiocyanato-6-nitro-benzyloxy)-dimethyl-silane (intermediate 2) and 4-methoxy-2,3-dihydro-benzofuran-3-ylamine according to the procedure described for example 1 and 2. Starting materials: BrB(Br)Br, C1COCCOCCOCCOCCO1, COCCCCC1(CC(=O)N(C)C)C=CCCC1, ClCCl, [Na+], O=C([O-])O. The product is CN(C)C(=O)CC1(CCCCO)C=CCCC1. Reaction SMILES: [B:34]([Br:35])([Br:36])[Br:37].[CH2:19]1[O:20][CH2:21][CH2:22][O:23][CH2:24][CH2:25][O:26][CH2:27][CH2:28][O:29][CH2:30][CH2:31][O:32][CH2:33]1.[CH3:1][O:2][CH2:3][CH2:4][CH2:5][CH2:6][C:7]1([CH2:13][C:14](=[O:15])[N:16]([CH3:17])[CH3:18])[CH:8]=[CH:9][CH2:10][CH2:11][CH2:12]1.[Cl:43][CH2:44][Cl:45].[Na+:42].[O-:38][C:39]([OH:40])=[O:41]>>[OH:2][CH2:3][CH2:4][CH2:5][CH2:6][C:7]1([CH2:13][C:14](=[O:15])[N:16]([CH3:17])[CH3:18])[CH:8]=[CH:9][CH2:10][CH2:11][CH2:12]1. The reactants are hydrochloride salt, CC1=CC=C(C=C1)S(=O)(=O)OCC1OC2=C(C1)C=C(C=C2C2=CC=C(C=C2)C)C ((±)-[7-(4-methylphenyl) 5-methyl-2,3-dihydro-1-benzofuran-2-yl]methyl 4-methylbenzenesulfonate), CN (methylamine). Product: CC1=CC=C(C=C1)C1=CC(=CC=2CC(OC21)CNC)C ((±)-{[7-(4-methylphenyl)-5-methyl-2,3-dihydro-1-benzofuran-2-yl]methyl}methylamine). RXN SMILES: CC1C=CC(S(O[CH2:12][CH:13]2[CH2:17][C:16]3[CH:18]=[C:19]([CH3:29])[CH:20]=[C:21]([C:22]4[CH:27]=[CH:26][C:25]([CH3:28])=[CH:24][CH:23]=4)[C:15]=3[O:14]2)(=O)=O)=CC=1.[CH3:30][NH2:31]>>[CH3:28][C:25]1[CH:26]=[CH:27][C:22]([C:21]2[C:15]3[O:14][CH:13]([CH2:12][NH:31][CH3:30])[CH2:17][C:16]=3[CH:18]=[C:19]([CH3:29])[CH:20]=2)=[CH:23][CH:24]=1. Procedure: The title compound was prepared (0.049 g, 44%) following the general procedure of Example 390 as a white solid, hydrochloride salt from (±)-[7-(4-methylphenyl) 5-methyl-2,3-dihydro-1-benzofuran-2-yl]methyl 4-methylbenzenesulfonate (0.15 g, 0.37 mmol) and methylamine (0.114 g, 3.7 mmol). mp 184-185° C. Starting materials: COMPOUND 3, BrC=1C=C(C=CC1)C=1N=NNN1 (5-(3-bromophenyl)-2H-tetrazole), ClC=1C=C(C#N)C=CC1 (3-chlorobenzonitrile). The product is ClC=1C=C(C=CC1)C=1N=NNN1 (5-(3-chlorophenyl)-2H-tetrazole). Reaction SMILES: Br[C:2]1[CH:3]=[C:4]([C:8]2[N:9]=[N:10][NH:11][N:12]=2)[CH:5]=[CH:6][CH:7]=1.[Cl:13]C1C=C(C=CC=1)C#N>>[Cl:13][C:2]1[CH:3]=[C:4]([C:8]2[N:9]=[N:10][NH:11][N:12]=2)[CH:5]=[CH:6][CH:7]=1. Procedure details: Following the procedure in COMPOUND 3 for the synthesis of intermediate 5-(3-bromophenyl)-2H-tetrazole, 3-chlorobenzonitrile (1.88 g, 13.67 mmol) was employed to obtain 5-(3-chlorophenyl)-2H-tetrazole.